Task: describe an organic reaction: reactants, conditions, products, and yield. Dataset: the Open Reaction Database (ORD), a public repository of structured organic reaction records Reactants: Cl.ClC1=CC=NC2=CC(=C(C=C12)OC)OC (4-Chloro-6,7-dimethoxyquinoline hydrochloride). Solvent: C(C)(=O)OCC (ethyl acetate). Yields the product ClC1=CC=NC2=CC(=C(C=C12)OC)OC (4-chloro-6,7-dimethoxyquinoline). Isolated yield 80.0%. Reaction SMILES: Cl.[Cl:2][C:3]1[C:12]2[C:7](=[CH:8][C:9]([O:15][CH3:16])=[C:10]([O:13][CH3:14])[CH:11]=2)[N:6]=[CH:5][CH:4]=1>C(OCC)(=O)C>[Cl:2][C:3]1[C:12]2[C:7](=[CH:8][C:9]([O:15][CH3:16])=[C:10]([O:13][CH3:14])[CH:11]=2)[N:6]=[CH:5][CH:4]=1 |f:0.1|. Procedure details: 4-Chloro-6,7-dimethoxyquinoline hydrochloride was dissolved in ethyl acetate, and the solution washed with a saturated solution of sodium hydrogen carbonate and then brine, dried (MgSO4) and the volatiles removed by evaporation. The crude product was purified by flash chromatography eluting with methylene chloride/acetonitrile (9/1 followed by 8/2) to give 4-chloro-6,7-dimethoxyquinoline (2.5 g, 80%) as a yellow solid.